From a dataset of the Open Reaction Database (ORD), a public repository of structured organic reaction records. describe an organic reaction: reactants, conditions, products, and yield Reactants: OC1=C(C(=O)OC)C=C(C=C1)[N+](=O)[O-] (methyl 2-hydroxy-5-nitrobenzoate), Na7SO4, CO (MeOH). The reagents and catalysts are [Pd] (Pd—C). Yields the product NC=1C=CC(=C(C(=O)OC)C1)OC (methyl 5-amino-2-methoxybenzoate). RXN SMILES: [OH:1][C:2]1[CH:11]=[CH:10][C:9]([N+:12]([O-])=O)=[CH:8][C:3]=1[C:4]([O:6][CH3:7])=[O:5].[CH3:15]O>[Pd]>[NH2:12][C:9]1[CH:10]=[CH:11][C:2]([O:1][CH3:15])=[C:3]([CH:8]=1)[C:4]([O:6][CH3:7])=[O:5]. Procedure: The hydrogenation of methyl 2-hydroxy-5-nitrobenzoate (700 mg, 3.3 mmol) using 10% Pd—C (100 mg) and Na7SO4 (100 mg) in MeOH at 50 psi gave methyl 5-amino-2-methoxybenzoate (600 mg). Reactants: CCOC(=O)C(F)=C(C)C=CC(F)=C(CC)c1cc2c(cc1OCOC)C(C)(C)CCC2(C)C, CCO, [Na+], [OH-]. Yields the product CCC(=C(F)C=CC(C)=C(F)C(=O)O)c1cc2c(cc1OCOC)C(C)(C)CCC2(C)C. As a reaction SMILES: [CH2:1]([CH3:2])[O:3][C:4]([C:5](=[C:6]([CH:7]=[CH:8][C:9](=[C:10]([CH2:11][CH3:12])[c:13]1[cH:14][c:15]2[c:20]([cH:21][c:22]1[O:23][CH2:24][O:25][CH3:26])[C:19]([CH3:27])([CH3:28])[CH2:18][CH2:17][C:16]2([CH3:29])[CH3:30])[F:31])[CH3:32])[F:33])=[O:34].[CH3:37][CH2:38][OH:39].[Na+:36].[OH-:35]>>[O:3]=[C:4]([C:5](=[C:6]([CH:7]=[CH:8][C:9](=[C:10]([CH2:11][CH3:12])[c:13]1[cH:14][c:15]2[c:20]([cH:21][c:22]1[O:23][CH2:24][O:25][CH3:26])[C:19]([CH3:27])([CH3:28])[CH2:18][CH2:17][C:16]2([CH3:29])[CH3:30])[F:31])[CH3:32])[F:33])[OH:34]. Reactants: CC(=O)O, C1CCOC1, CCOC(=O)C(C)(C)Cc1c(C(=O)C(C)(C)C)c2cc(OCc3cccc(OC)n3)ccn2c1C(=O)c1ccc(Cl)cc1, [Na+], [OH-]. Product: COc1cccc(COc2ccn3c(C(=O)c4ccc(Cl)cc4)c(CC(C)(C)C(=O)O)c(C(=O)C(C)(C)C)c3c2)n1. RXN SMILES: [C:44]([OH:45])(=[O:46])[CH3:47].[CH2:48]1[O:49][CH2:50][CH2:51][CH2:52]1.[Cl:1][c:2]1[cH:3][cH:4][c:5]([C:8](=[O:9])[c:10]2[c:11]([CH2:35][C:36]([C:37](=[O:38])[O:39][CH2:40][CH3:41])([CH3:42])[CH3:43])[c:12]([C:29]([C:30]([CH3:31])([CH3:32])[CH3:33])=[O:34])[c:13]3[cH:14][c:15]([O:19][CH2:20][c:21]4[n:22][c:23]([O:27][CH3:28])[cH:24][cH:25][cH:26]4)[cH:16][cH:17][n:18]23)[cH:6][cH:7]1.[Na+:54].[OH-:53]>>[Cl:1][c:2]1[cH:3][cH:4][c:5]([C:8](=[O:9])[c:10]2[c:11]([CH2:35][C:36]([C:37](=[O:38])[OH:39])([CH3:42])[CH3:43])[c:12]([C:29]([C:30]([CH3:31])([CH3:32])[CH3:33])=[O:34])[c:13]3[cH:14][c:15]([O:19][CH2:20][c:21]4[n:22][c:23]([O:27][CH3:28])[cH:24][cH:25][cH:26]4)[cH:16][cH:17][n:18]23)[cH:6][cH:7]1. The reactants are CC1(NC2=CC=C(C=C2C=C1)OCC)C (2,2-dimethyl-6-ethoxy-1,2-dihydroquinoline), ClC(C)(C#C)C (2-chloro-2-methyl-3-butyne), C(C)(=O)OC(C)=O (acetic anhydride). Conditions: temperature 100 celsius. Yields the product C(C)(=O)N1C(C=CC2=CC(=CC=C12)OCC)(C)C (1-Acetyl-2,2-dimethyl-6-ethoxy-1,2-dihydroquinoline). As a reaction SMILES: [CH3:1][C:2]1([CH3:15])[CH:11]=[CH:10][C:9]2[C:4](=[CH:5][CH:6]=[C:7]([O:12][CH2:13][CH3:14])[CH:8]=2)[NH:3]1.ClC(C)(C#C)C.[C:22](OC(=O)C)(=[O:24])[CH3:23]>>[C:22]([N:3]1[C:4]2[C:9](=[CH:8][C:7]([O:12][CH2:13][CH3:14])=[CH:6][CH:5]=2)[CH:10]=[CH:11][C:2]1([CH3:15])[CH3:1])(=[O:24])[CH3:23]. Procedure details: A solution of 30.2 mmol (6.15 g) of 2,2-dimethyl-6-ethoxy-1,2-dihydroquinoline (prepared according to the procedure described in Steps 1 and 2 of Example 1 starting from 2-chloro-2-methyl-3-butyne) in 45 ml of acetic anhydride is heated at 100° C. under an inert atmosphere for 3 hours. After cooling, the medium is concentrated and the residue is purified by chromatography on silica gel, using a dichloromethane:ethyl acetate mixture 95:5 as eluant, to yield the expected compound. Starting materials: CC(=O)O[BH-](OC(C)=O)OC(C)=O, Cc1nc(-c2ccc(C(F)(F)F)cc2)sc1C=O, COC(=O)CCc1ccc(N)cc1C, CC(=O)O, ClCCl, [Na+]. Product: COC(=O)CCc1ccc(NCc2sc(-c3ccc(C(F)(F)F)cc3)nc2C)cc1C. RXN SMILES: [C:37]([O:38][BH-:39]([O:40][C:41](=[O:42])[CH3:43])[O:44][C:45](=[O:46])[CH3:47])(=[O:48])[CH3:49].[CH3:15][c:16]1[n:17][c:18](-[c:23]2[cH:24][cH:25][c:26]([C:29]([F:30])([F:31])[F:32])[cH:27][cH:28]2)[s:19][c:20]1[CH:21]=[O:22].[CH3:1][O:2][C:3]([CH2:4][CH2:5][c:6]1[c:7]([CH3:13])[cH:8][c:9]([NH2:12])[cH:10][cH:11]1)=[O:14].[CH3:33][C:34](=[O:35])[OH:36].[Cl:51][CH2:52][Cl:53].[Na+:50]>>[CH3:1][O:2][C:3]([CH2:4][CH2:5][c:6]1[c:7]([CH3:13])[cH:8][c:9]([NH:12][CH2:21][c:20]2[c:16]([CH3:15])[n:17][c:18](-[c:23]3[cH:24][cH:25][c:26]([C:29]([F:30])([F:31])[F:32])[cH:27][cH:28]3)[s:19]2)[cH:10][cH:11]1)=[O:14]. Starting materials: OCCCC=O (4-hydroxybutanal), C(C=C)O (allyl alcohol), S(O)(O)(=O)=O (sulfuric acid). Solvent: hexanes, CCCCCC (hexane). Product: C(C=C)OC1OCCC1 (2-allyloxytetrahydrofuran). The yield is 69.2%. As a reaction SMILES: [OH:1][CH2:2][CH2:3][CH2:4][CH:5]=[O:6].[CH2:7](O)[CH:8]=[CH2:9].S(=O)(=O)(O)O>CCCCCC>[CH2:9]([O:6][CH:5]1[CH2:4][CH2:3][CH2:2][O:1]1)[CH:8]=[CH2:7]. Procedure details: The procedure of Example 1 is followed with 4-hydroxybutanal (250 g of 11.0 wt. % solution, 0.31 mol, 1.0 eq.), allyl alcohol (13.8 g, 0.24 mol, 0.80 eq.), and hexanes (500 mL). Concentrated sulfuric acid (0.5 mL) is used in place of the ion-exchange resin. After stirring for 18 h at room temperature the hexane phase contains 5.96% of 2-allyloxytetrahydrofuran (21.3 g, 70% yield). The aqueous phase contains 5.3% of 4-hydroxybutanal and 1.9% of allyl alcohol. Reactants: Cl.O(N)CC=1NC=CN1 (2-[(aminoxy)methyl]-1H-imidazolehydrochloride), Cl (hydrochloric acid), NC=1SC=C(N1)C(C(=O)O)=O (2-amino-thiazol-4-glyoxylic acid), C([O-])([O-])=O.[K+].[K+] (potassium carbonate). The solvent is O (H2O). Run at time 12 hour. Yields the product Cl.NC=1SC=C(N1)C(C(=O)O)=NOCC=1NC=CN1 (2-Amino-α-[(1H-imidazole-2-yl-methoxy)imino]-4-thiazole acetic acid, hydrochloride). RXN SMILES: [ClH:1].[O:2]([CH2:4][C:5]1[NH:6][CH:7]=[CH:8][N:9]=1)[NH2:3].[NH2:10][C:11]1[S:12][CH:13]=[C:14]([C:16](=O)[C:17]([OH:19])=[O:18])[N:15]=1.C(=O)([O-])[O-].[K+].[K+].Cl>O>[ClH:1].[NH2:10][C:11]1[S:12][CH:13]=[C:14]([C:16](=[N:3][O:2][CH2:4][C:5]2[NH:6][CH:7]=[CH:8][N:9]=2)[C:17]([OH:19])=[O:18])[N:15]=1 |f:0.1,3.4.5,8.9|. Reported procedure: 2 g of 2-[(aminoxy)methyl]-1H-imidazolehydrochloride (1:2) from example 1(b) and 2.24 g 2-amino-thiazol-4-glyoxylic acid are suspended with stirring in 50 ml H2O. The pH is adjusted with potassium carbonate to 6 and stirring is continued for 12 hours. The pH is then adjusted to 6.4 with hydrochloric acid. After 2 hours 0.8 of crystalline 2-amino-α-[(1H-imidazol-2-yl-methoxy)imino]-4-thiazole acetic acid hydrochloride (1:2) is filtered off with a melting point of 158°-160° C. (dec.). Reactants: CN1C(C=2CCCCC2C(=C1)B1OC(C(O1)(C)C)(C)C)=O (2-methyl-4-(4,4,5,5-tetramethyl-1,3,2-dioxaborolan-2-yl)-5,6,7,8-tetrahydroisoquinolin-1-one), BrC1=C(C=CC(=C1)S(=O)(=O)CC)OCC1CC1 (2-bromo-1-(cyclopropylmethoxy)-4-(ethanesulfonyl)benzene), C[O-].[Na+] (sodium methoxide), alkoxide, C1(CC1)CO (cyclopropylmethanol). The product is BrC1=C(C=CC(=C1)S(=O)(=O)CC)OCC1CC1 (2-bromo-1-(cyclopropylmethoxy)-4-(ethanesulfonyl)benzene), C1(CC1)COC1=C(C=C(C=C1)S(=O)(=O)CC)C1=CN(C(C=2CCCCC12)=O)C (4-[2-(cyclopropylmethoxy)-5-ethylsulfonylphenyl]-2-methyl-5,6,7,8-tetrahydroisoquinolin-1-one). As a reaction SMILES: C1(CO)CC1.C[O-].[Na+].[CH3:9][N:10]1[CH:19]=[C:18](B2OC(C)(C)C(C)(C)O2)[C:17]2[CH2:16][CH2:15][CH2:14][CH2:13][C:12]=2[C:11]1=[O:29].[Br:30][C:31]1[CH:36]=[C:35]([S:37]([CH2:40][CH3:41])(=[O:39])=[O:38])[CH:34]=[CH:33][C:32]=1[O:42][CH2:43][CH:44]1[CH2:46][CH2:45]1>>[Br:30][C:31]1[CH:36]=[C:35]([S:37]([CH2:40][CH3:41])(=[O:39])=[O:38])[CH:34]=[CH:33][C:32]=1[O:42][CH2:43][CH:44]1[CH2:46][CH2:45]1.[CH:44]1([CH2:43][O:42][C:32]2[CH:31]=[CH:36][C:35]([S:37]([CH2:40][CH3:41])(=[O:39])=[O:38])=[CH:34][C:33]=2[C:18]2[C:17]3[CH2:16][CH2:15][CH2:14][CH2:13][C:12]=3[C:11](=[O:29])[N:10]([CH3:9])[CH:19]=2)[CH2:45][CH2:46]1 |f:1.2|. Procedure details: 2-bromo-1-(cyclopropylmethoxy)-4-(ethanesulfonyl)benzene was prepared in a similar manner as Example 79, step 3 except that the alkoxide of cyclopropylmethanol was substituted for sodium methoxide. The title compound of Example 163, step 3 and 2-bromo-1-(cyclopropylmethoxy)-4-(ethanesulfonyl)benzene were reacted in a similar manner as in Example 89, step 2 to give the title compound. 1H NMR (DMSO-d6, 400 MHz): δ 7.83 (dd, J1=8.8 Hz, J2=2.4 Hz, 1H), 7.56 (d, J=2.4 Hz, 1H), 7.43 (s, 1H), 7.65 (d, ... Starting materials: [H-].[Na+] (NaH), CN1C(N(C(C2=C1C(=CN2)C)=O)C)=O (1,3,7-Trimethyl-1H-pyrrolo[3,2-d]pyrimidine-2,4(3H,5H)-dione), BrCC(=O)NC=1SC=C(N1)C1=CC(=C(C(=C1)Cl)OCC(C)(C)C)Cl (2-bromo-N-{4-[3,5-dichloro-4-(2,2-dimethylpropoxy)phenyl]-1,3-thiazol-2-yl}acetamide). The solvent is CN(C)C=O (DMF). Product: ClC=1C=C(C=C(C1OCC(C)(C)C)Cl)C=1N=C(SC1)NC(CN1C=CC=2N(C(N(C(C21)=O)C)=O)C)=O (N-{4-[3,5-Dichloro-4-(2,2-dimethylpropoxy)phenyl]-1,3-thiazol-2-yl}-2-(1,3-dimethyl-2,4-dioxo-1,2,3,4-tetrahydro-5H-pyrrolo[3,2-d]pyrimidin-5-yl)acetamide), product. Reaction SMILES: [CH3:1][N:2]1[C:7]2[C:8](C)=[CH:9][NH:10][C:6]=2[C:5](=[O:12])[N:4]([CH3:13])[C:3]1=[O:14].Br[CH2:16][C:17]([NH:19][C:20]1[S:21][CH:22]=[C:23]([C:25]2[CH:30]=[C:29]([Cl:31])[C:28]([O:32][CH2:33][C:34]([CH3:37])([CH3:36])[CH3:35])=[C:27]([Cl:38])[CH:26]=2)[N:24]=1)=[O:18].[H-].[Na+]>CN(C=O)C>[Cl:38][C:27]1[CH:26]=[C:25]([C:23]2[N:24]=[C:20]([NH:19][C:17](=[O:18])[CH2:16][N:10]3[C:6]4[C:5](=[O:12])[N:4]([CH3:13])[C:3](=[O:14])[N:2]([CH3:1])[C:7]=4[CH:8]=[CH:9]3)[S:21][CH:22]=2)[CH:30]=[C:29]([Cl:31])[C:28]=1[O:32][CH2:33][C:34]([CH3:37])([CH3:36])[CH3:35] |f:2.3|. Reported procedure: The title compound was prepared according to the general procedure (Method A) by coupling Intermediate 1 (50 mg, 0.110 mmol) with 2-bromo-N-{4-[3,5-dichloro-4-(2,2-dimethylpropoxy)phenyl]-1,3-thiazol-2-yl}acetamide (23 mg, 0.128 mmol) in the presence of NaH (7 mg, 0.291 mmol) in dry DMF (5.0 mL) to give 30 mg of the product as an off-white solid; 1H NMR (δ ppm, DMSO-d6, 300 MHz) 1.08 (s, 9H), 3.17 (s, 3H), 3.39 (s, 3H), 3.67 (s, 2H), 5.32 (s, 2H), 6.22 (s, 2H), 7.35 (s, 1H), 7.85 (s, 1H), 8.00 (... The reactants are NC1=CC=C(C=C1)C(CCN(C)C)C=1NC=CN1 (3-(4-aminophenyl)-N,N-dimethyl-3-(imidazol-2-yl)propanamine), C(=O)O (formic acid). Solvent: C1(=CC=CC=C1)C (toluene). The product is N1C(=NC=C1)C(CCN(C)C)C1=CC=C(C=C1)NC=O (N-[4-[1-(Imidazol-2-yl)-3-(N,N-dimethylamino)propyl]phenyl]formamide). RXN SMILES: [NH2:1][C:2]1[CH:7]=[CH:6][C:5]([CH:8]([C:14]2[NH:15][CH:16]=[CH:17][N:18]=2)[CH2:9][CH2:10][N:11]([CH3:13])[CH3:12])=[CH:4][CH:3]=1.[CH:19](O)=[O:20]>C1(C)C=CC=CC=1>[NH:18]1[CH:17]=[CH:16][N:15]=[C:14]1[CH:8]([C:5]1[CH:6]=[CH:7][C:2]([NH:1][CH:19]=[O:20])=[CH:3][CH:4]=1)[CH2:9][CH2:10][N:11]([CH3:12])[CH3:13]. Reported procedure: A mixture of 3-(4-aminophenyl)-N,N-dimethyl-3-(imidazol-2-yl)propanamine (0.8 g), formic acid (2 ml) and toluene (50 ml) was boiled under reflux for 2 days in a Dean and Stark apparatus. Solvent was removed and the residue partitioned between 2 N sodium carbonate (25 ml) and ethyl acetate (3×50 ml). The extracts were dried (Na2SO4) and concentrated to a white solid. Recrystallisation from ethyl acetate gave the title compound, m.p. 142°-144°, (0.46 g). ν max (CHBr3) 3445, 3420,3390 (NH), 1690(CO...